This data is from the Open Reaction Database (ORD), a public repository of structured organic reaction records. The task is: describe an organic reaction: reactants, conditions, products, and yield Starting materials: OC1=CC=C(C=C1)CCSC(C(=O)[O-])CC1=CC=C(C=C1)CCOC1=CC=C(C=C1)OS(=O)(=O)C.C(C)(C)(C)[NH3+] (tert-Butylammonium 2-{[2-(4-hydroxyphenyl)ethyl]thio}-3-[4-(2-{4-[(methylsulfonyl)oxy]phenoxy}ethyl)phenyl]propanoate). Run in C(C)O (ethanol). Conditions: temperature 60 celsius, time 30 minute. Product: OC1=CC=C(C=C1)CCS[C@H](C(=O)[O-])CC1=CC=C(C=C1)CCOC1=CC=C(C=C1)OS(=O)(=O)C.C(C)(C)(C)[NH3+] (tert-Butylammonium (S)-(−)-2-{[2-(4-hydroxyphenyl)ethyl]thio}-3-[4-(2-{4-[(methylsulfonyl)oxy]phenoxy}ethyl)phenyl]propanoate). The yield is 87.3%. As a reaction SMILES: [OH:1][C:2]1[CH:7]=[CH:6][C:5]([CH2:8][CH2:9][S:10][CH:11]([CH2:15][C:16]2[CH:21]=[CH:20][C:19]([CH2:22][CH2:23][O:24][C:25]3[CH:30]=[CH:29][C:28]([O:31][S:32]([CH3:35])(=[O:34])=[O:33])=[CH:27][CH:26]=3)=[CH:18][CH:17]=2)[C:12]([O-:14])=[O:13])=[CH:4][CH:3]=1.[C:36]([NH3+:40])([CH3:39])([CH3:38])[CH3:37]>C(O)C>[OH:1][C:2]1[CH:7]=[CH:6][C:5]([CH2:8][CH2:9][S:10][C@@H:11]([CH2:15][C:16]2[CH:21]=[CH:20][C:19]([CH2:22][CH2:23][O:24][C:25]3[CH:26]=[CH:27][C:28]([O:31][S:32]([CH3:35])(=[O:34])=[O:33])=[CH:29][CH:30]=3)=[CH:18][CH:17]=2)[C:12]([O-:14])=[O:13])=[CH:4][CH:3]=1.[C:36]([NH3+:40])([CH3:39])([CH3:38])[CH3:37] |f:0.1,3.4|. Procedure details: Crude tert-Butylammonium 2-{[2-(4-hydroxyphenyl)ethyl]thio}-3-[4-(2-{4-[(methylsulfonyl)oxy]phenoxy}ethyl)phenyl]propanoate (11.7 g, 19.8 mmol) was stirred in warm absolute ethanol (53.8 mL) at 71° C. to achieve complete dissolution. The resulting solution was screened into a second vessel through a 1 μm filter, followed by a line wash of warm ethanol (4.7 mL), and the solution allowed to cool to 60° C. Seed crystals (60 mg, 0.5% w/w) were added as a slurry in ethanol (0.5 mL) and the solution h... Starting materials: C(C)OC(C(C(=O)OCC)C1=NC=C(C=C1Cl)Cl)=O (2-(3,5-dichloro-pyrid-2-yl)-malonic acid diethyl ester), [OH-].[Na+] (sodium hydroxide). Solvent: CO (methanol). Conditions: temperature 80 celsius. Yields the product ClC=1C(=NC=C(C1)Cl)CC(=O)O ((3,5-dichloro-pyrid-2-yl)-acetic acid). Yield: 62.7%. RXN SMILES: C([O:3][C:4](=[O:19])[CH:5]([C:11]1[C:16]([Cl:17])=[CH:15][C:14]([Cl:18])=[CH:13][N:12]=1)C(OCC)=O)C.[OH-].[Na+]>CO>[Cl:17][C:16]1[C:11]([CH2:5][C:4]([OH:19])=[O:3])=[N:12][CH:13]=[C:14]([Cl:18])[CH:15]=1 |f:1.2|. Procedure: To a solution of 2-(3,5-dichloro-pyrid-2-yl)-malonic acid diethyl ester (118.5 g) (prepared as described in WO 07/101,859) in methanol (1 ml) was added aqueous sodium hydroxide (47 g dissolved in 300 ml water). The reaction mixture was heated to 80° C. for 1 hour. The methanol was evaporated and the pH of the aqueous phase adjusted to pH 4 by addition of glacial acetic acid and then extracted with ethyl acetate. The combined organic phases were dried over magnesium sulfate and concentrated to gi... Reactants: Oc1ccc2c(c1)OCO2, CCS(=O)(=O)c1ccc(S(=O)(=O)CC)nc1, C1CCOC1, CC(C)(C)[O-], CS(C)=O, [K+]. Product: CCS(=O)(=O)c1ccc(Oc2ccc3c(c2)OCO3)nc1. RXN SMILES: [CH2:12]1[O:13][c:14]2[cH:15][c:16]([OH:21])[cH:17][cH:18][c:19]2[O:20]1.[CH2:22]([S:23](=[O:24])(=[O:25])[c:27]1[n:28][cH:29][c:30]([S:33](=[O:34])(=[O:35])[CH2:36][CH3:37])[cH:31][cH:32]1)[CH3:26].[CH2:7]1[O:8][CH2:9][CH2:10][CH2:11]1.[CH3:1][C:2]([CH3:3])([O-:4])[CH3:5].[CH3:38][S:39]([CH3:40])=[O:41].[K+:6]>>[CH2:12]1[O:13][c:14]2[cH:15][c:16]([O:21][c:27]3[n:28][cH:29][c:30]([S:33](=[O:34])(=[O:35])[CH2:36][CH3:37])[cH:31][cH:32]3)[cH:17][cH:18][c:19]2[O:20]1. Reactants: C(C)(C)NC(C)C (diisopropylamine), [Li]CCCC (n-BuLi), CCCCCC (hexane), ClC1=C(C(=CC=C1)Cl)CC#N (2,6-dichlorophenyl acetonitrile), C(C)OC(CCBr)=O (ethyl-3-bromoproionate). The solvent is C1CCOC1 (THF), C1CCOC1 (THF), C1CCOC1 (THF). Conditions: temperature -78 celsius, time 0.5 hour. Yields the product C(C)OC(CCC(C1=C(C=CC=C1Cl)Cl)C#N)=O (ethyl-4-cyano-4-(2,6-dichlorophenyl)-butanoate). The yield is 95.8%. As a reaction SMILES: C(NC(C)C)(C)C.[Li]CCCC.CCCCCC.[Cl:19][C:20]1[CH:25]=[CH:24][CH:23]=[C:22]([Cl:26])[C:21]=1[CH2:27][C:28]#[N:29].[CH2:30]([O:32][C:33](=[O:37])[CH2:34][CH2:35]Br)[CH3:31]>C1COCC1>[CH2:30]([O:32][C:33](=[O:37])[CH2:34][CH2:35][CH:27]([C:28]#[N:29])[C:21]1[C:20]([Cl:19])=[CH:25][CH:24]=[CH:23][C:22]=1[Cl:26])[CH3:31]. Procedure: A solution of diisopropylamine (19.2 mL, 0.135 mol) in THF (75 mL) was added dropwise at room temperature to n-BuLi in hexane (67.5 mL, 0.135 mol) under argon atmosphere. The mixture was stirred for 0.5 h and then brought to -78° C.C. A solution of 2,6-dichlorophenyl acetonitrile (25 g, 0.135 mol) in THF (50 mL) was added dropwise while the reaction mixture was maintained at -78° C.C. The resulting mixture was stirred for 1 h, whereafter a solution of ethyl-3-bromoproionate (17.2 mL, 0.135 mol) ... Starting materials: C(C=C)OC(=O)CC=1C=C(OC(C(=O)OC(C)(C)C)(C)C)C=CC1 (tert-Butyl 2-[3-(allyloxycarbonylmethyl)phenoxy]-2-methylpropionate), [OH-].[Na+] (sodium hydroxide). Run in CO (methanol), O1CCCC1 (tetrahydrofuran). Reaction conditions: time 3 hour. The product is C(C)(C)(C)OC(=O)C(C)(OC=1C=C(C=CC1)CC(=O)O)C (3-(1-tert-Butoxycarbonyl-1-methylethoxy)phenylacetic Acid). As a reaction SMILES: C([O:4][C:5]([CH2:7][C:8]1[CH:9]=[C:10]([CH:22]=[CH:23][CH:24]=1)[O:11][C:12]([CH3:21])([CH3:20])[C:13]([O:15][C:16]([CH3:19])([CH3:18])[CH3:17])=[O:14])=[O:6])C=C.[OH-].[Na+]>CO.O1CCCC1>[C:16]([O:15][C:13]([C:12]([CH3:21])([O:11][C:10]1[CH:9]=[C:8]([CH2:7][C:5]([OH:6])=[O:4])[CH:24]=[CH:23][CH:22]=1)[CH3:20])=[O:14])([CH3:17])([CH3:18])[CH3:19] |f:1.2|. Reported procedure: tert-Butyl 2-[3-(allyloxycarbonylmethyl)phenoxy]-2-methylpropionate (3.35 g, 10.62 mmol) was dissolved in methanol (40 mL) and tetrahydrofuran (40 mL). Subsequently, an aqueous 2M sodium hydroxide solution (40 mL) was added thereto, and the mixture was stirred for three hours at room temperature. The resultant mixture was concentrated under reduced pressure, and the resultant concentrate was acidified with 3M hydrochloric acid. The mixture was extracted with chloroform, followed by drying over s... The reactants are FC1=C(C=CC=C1C)[N+](=O)[O-] (2-fluoro-3-methyl-nitrobenzene), C(C)(C)(C)OC(=O)NN (tert-butoxycarbonylhydrazine). The solvent is CS(=O)C (DMSO). Conditions: time 10 minute. The product is CC1=C(C(=CC=C1)[N+](=O)[O-])N(N)C(=O)OC(C)(C)C (tert-butyl N-(2-methyl-6-nitro-phenyl)-hydrazino-carboxylate). Isolated yield 79.4%. RXN SMILES: F[C:2]1[C:7]([CH3:8])=[CH:6][CH:5]=[CH:4][C:3]=1[N+:9]([O-:11])=[O:10].[C:12]([O:16][C:17]([NH:19][NH2:20])=[O:18])([CH3:15])([CH3:14])[CH3:13]>CS(C)=O>[CH3:8][C:7]1[CH:6]=[CH:5][CH:4]=[C:3]([N+:9]([O-:11])=[O:10])[C:2]=1[N:19]([C:17]([O:16][C:12]([CH3:15])([CH3:14])[CH3:13])=[O:18])[NH2:20]. Reported procedure: To 250 mg of 2-fluoro-3-methyl-nitrobenzene in 5 mL of DMSO are added 1.065 g of commercial tert-butoxycarbonylhydrazine (5 equivalents). The whole is brought to 100° C. for 10 min under microwave heating. The medium is hydrolyzed and then extracted with ethyl acetate several times. The organic phases are collected, dried on magnesium sulfate, filtered and evaporated under reduced pressure leading to a residue which is purified by chromatography on silica gel (cyclohexane/ethyl acetate: 80/20). ... The reactants are BrC=1SC2=C(N1)C=C(C(=C2C2=CC=C(C=C2)Cl)[C@@H](C(=O)OCC)OC(C)(C)C)C ((S)-ethyl 2-(2-bromo-7-(4-chlorophenyl)-5-methylbenzo[d]thiazol-6-yl)-2-tert-butoxyacetate), N1C=NC2=C1C=C(C=C2)B(O)O ((1H-benzo[d]imidazol-6-yl)boronic acid), C(=O)([O-])[O-].[K+].[K+] (K2CO3). Reagents/catalysts: C=1C=CC(=CC1)[P](C=2C=CC=CC2)(C=3C=CC=CC3)[Pd]([P](C=4C=CC=CC4)(C=5C=CC=CC5)C=6C=CC=CC6)([P](C=7C=CC=CC7)(C=8C=CC=CC8)C=9C=CC=CC9)[P](C=1C=CC=CC1)(C=1C=CC=CC1)C=1C=CC=CC1 (Pd(PPh3)4). Run in CCOC(=O)C (EtOAc). Reaction conditions: temperature 100 celsius. Yields the product N1C=NC2=C1C=C(C=C2)C=2SC1=C(N2)C=C(C(=C1C1=CC=C(C=C1)Cl)[C@@H](C(=O)OCC)OC(C)(C)C)C ((S)-ethyl 2-(2-(1H-benzo[d]imidazol-6-yl)-7-(4-chlorophenyl)-5-methylbenzo[d]thiazol-6-yl)-2-(tert-butoxy)acetate). RXN SMILES: Br[C:2]1[S:3][C:4]2[C:10]([C:11]3[CH:16]=[CH:15][C:14]([Cl:17])=[CH:13][CH:12]=3)=[C:9]([C@H:18]([O:24][C:25]([CH3:28])([CH3:27])[CH3:26])[C:19]([O:21][CH2:22][CH3:23])=[O:20])[C:8]([CH3:29])=[CH:7][C:5]=2[N:6]=1.[NH:30]1[C:34]2[CH:35]=[C:36](B(O)O)[CH:37]=[CH:38][C:33]=2[N:32]=[CH:31]1.C([O-])([O-])=O.[K+].[K+]>CCOC(C)=O.C1C=CC([P]([Pd]([P](C2C=CC=CC=2)(C2C=CC=CC=2)C2C=CC=CC=2)([P](C2C=CC=CC=2)(C2C=CC=CC=2)C2C=CC=CC=2)[P](C2C=CC=CC=2)(C2C=CC=CC=2)C2C=CC=CC=2)(C2C=CC=CC=2)C2C=CC=CC=2)=CC=1>[NH:30]1[C:34]2[CH:35]=[C:36]([C:2]3[S:3][C:4]4[C:10]([C:11]5[CH:16]=[CH:15][C:14]([Cl:17])=[CH:13][CH:12]=5)=[C:9]([C@H:18]([O:24][C:25]([CH3:28])([CH3:27])[CH3:26])[C:19]([O:21][CH2:22][CH3:23])=[O:20])[C:8]([CH3:29])=[CH:7][C:5]=4[N:6]=3)[CH:37]=[CH:38][C:33]=2[N:32]=[CH:31]1 |f:2.3.4,^1:57,59,78,97|. Procedure details: A microwave vial was charged with (S)-ethyl 2-(2-bromo-7-(4-chlorophenyl)-5-methylbenzo[d]thiazol-6-yl)-2-tert-butoxyacetate (78 mg, 0.16 mmol), (1H-benzo[d]imidazol-6-yl)boronic acid (44 mg, 0.27 mmol), then Pd(PPh3)4 (22 mg, 0.02 mmol). The vial was flushed with argon, diluted with dioxane (1.5 mL) and to this was added 2M aqueous K2CO3 (0.25 mL, 0.5 mmol). The vial was sealed, heated to 100° C. for 2 hours, and then allowed to cool to room temperature. The mixture was diluted with EtOAc, drie... Reactants: Cl (hydrochloric acid), [OH-].[K+] (potassium hydroxide), FC1=C(C=CC(=C1F)F)[N+](=O)[O-] (2,3,4-trifluoronitrobenzene). Run in O (water), O (water), CS(=O)C (dimethyl sulfoxide), C(Cl)(Cl)Cl (chloroform). Run at time 2 hour. Product: FC1=C(C(=CC=C1F)[N+](=O)[O-])O (2,3-difluoro-6-nitrophenol). As a reaction SMILES: F[C:2]1[C:7]([F:8])=[C:6]([F:9])[CH:5]=[CH:4][C:3]=1[N+:10]([O-:12])=[O:11].[OH-:13].[K+].Cl>CS(C)=O.O.C(Cl)(Cl)Cl>[F:8][C:7]1[C:6]([F:9])=[CH:5][CH:4]=[C:3]([N+:10]([O-:12])=[O:11])[C:2]=1[OH:13] |f:1.2|. Reported procedure: 20 g of 2,3,4-trifluoronitrobenzene was dissolved in 150 ml of dimethyl sulfoxide, and to this mixture a solution of 10% potassium hydroxide was added dropwise while keeping the temperature at 18° to 20° C. Then, the mixture was stirred for 2 hours at room temperature and one liter of water was added to this reaction mixture and the mixture was shaken with chloroform. The water layer was acidified with hydrochloric acid and was extracted with chloroform. The extract was washed with water and was... Yields the product Cl.Cl.FC=1C=C2C(=CNC2=CC1)CCNC1CCC(CC1)(N(C)C)C1=CC=CC=C1 (N′-[2-(5-Fluoro-1H-indol-3-yl)-ethyl]-N,N-dimethyl-1-phenyl-cyclohexane-1,4-diamine dihydrochloride). The reactants are Cl (hydrochloric acid), FC=1C=C2C(=CNC2=CC1)CCN (2-(5-fluoro-1H-indol-3-yl)ethylamine), CN(C1(CCC(CC1)=O)C1=CC=CC=C1)C (4-dimethylamino-4-phenylcyclohexanone), [BH-](OC(=O)C)(OC(=O)C)OC(=O)C.[Na+] (NaBH(OAc)3). Conditions: time 15 minute. Procedure details: To a mixture of tetrahydrofuran (12 ml) and 1,2-dichloroethane (4 ml) there were added, under argon, first 2-(5-fluoro-1H-indol-3-yl)ethylamine (282 mg) and 4-dimethylamino-4-phenylcyclohexanone (343 mg), and acetic acid (0.09 ml) was added thereto. After 15 minutes, NaBH(OAc)3 (474 mg) was added, and stirring was carried out for 40 hours at RT. The reaction mixture was concentrated, and the residue was taken up in 1M hydrochloric acid (20 ml) and extracted with ether (2×30 ml). A white precipit... Run in ClCCCl (1,2-dichloroethane), O1CCCC1 (tetrahydrofuran), C(C)(=O)O (acetic acid), C(C)O (ethanol). RXN SMILES: [F:1][C:2]1[CH:3]=[C:4]2[C:8](=[CH:9][CH:10]=1)[NH:7][CH:6]=[C:5]2[CH2:11][CH2:12][NH2:13].[CH3:14][N:15]([CH3:29])[C:16]1([C:23]2[CH:28]=[CH:27][CH:26]=[CH:25][CH:24]=2)[CH2:21][CH2:20][C:19](=O)[CH2:18][CH2:17]1.[BH-](OC(C)=O)(OC(C)=O)OC(C)=O.[Na+].[ClH:44]>C(O)C.C(O)(=O)C.ClCCCl.O1CCCC1>[ClH:44].[ClH:44].[F:1][C:2]1[CH:3]=[C:4]2[C:8](=[CH:9][CH:10]=1)[NH:7][CH:6]=[C:5]2[CH2:11][CH2:12][NH:13][CH:19]1[CH2:18][CH2:17][C:16]([C:23]2[CH:24]=[CH:25][CH:26]=[CH:27][CH:28]=2)([N:15]([CH3:29])[CH3:14])[CH2:21][CH2:20]1 |f:2.3,9.10.11|.